From a dataset of the Open Reaction Database (ORD), a public repository of structured organic reaction records. describe an organic reaction: reactants, conditions, products, and yield Yields the product C(CC)N1N=C2C(C1C1=CC(=CC=C1)C(F)(F)F)CSCC2=CC2=CC(=CC=C2)C(F)(F)F (2,3,3a,4,6,7-Hexahydro-2-propyl-3-[3-(trifluoromethyl)phenyl]-7-[[3-(trifluoromethyl)phenyl]methylene]thiopyrano[4,3-c]pyrazole). Reaction SMILES: [F:1][C:2]([F:29])([F:28])[C:3]1[CH:4]=[C:5]([CH:9]=[C:10]2[C:15](=O)[C:14](=[CH:17][C:18]3[CH:23]=[CH:22][CH:21]=[C:20]([C:24]([F:27])([F:26])[F:25])[CH:19]=3)[CH2:13][S:12][CH2:11]2)[CH:6]=[CH:7][CH:8]=1.[CH2:30]([NH:33][NH2:34])[CH2:31][CH3:32]>CO>[CH2:30]([N:33]1[CH:9]([C:5]2[CH:6]=[CH:7][CH:8]=[C:3]([C:2]([F:29])([F:28])[F:1])[CH:4]=2)[CH:10]2[CH2:11][S:12][CH2:13][C:14](=[CH:17][C:18]3[CH:23]=[CH:22][CH:21]=[C:20]([C:24]([F:27])([F:26])[F:25])[CH:19]=3)[C:15]2=[N:34]1)[CH2:31][CH3:32]. The yield is 26.9%. Reactants: FC(C=1C=C(C=CC1)C=C1CSCC(C1=O)=CC1=CC(=CC=C1)C(F)(F)F)(F)F (tetrahydro-3,5-bis-[[3-(trifluoromethyl)phenyl]methylene]-4H-thiopyran-4-one), C(CC)NN (n-propyl hydrazine). Solvent: CO (methanol). Procedure: A mixture of 4.28g of tetrahydro-3,5-bis-[[3-(trifluoromethyl)phenyl]methylene]-4H-thiopyran-4-one and 962mg of n-propyl hydrazine in 150ml of methanol is heated at reflux temperature for 3 hours and then cooled to room temperature. Solids are collected and washed to give 1.3g of the title compound, melting point 90°-93.5°C. The combined mother liquor and washings are concentrated to 100ml and 15-20ml of water is added to the hot solution. Upon cooling, an additional 1.8g of material is collecte... Reactants: CN(S(=O)(=O)C1=C(SC=C1)C(=O)OC)C=1C=CC=C2C=C(NC12)C=1SC=CN1 (methyl 3-({methyl[2-(1,3-thiazol-2-yl)-1H-indol-7-yl]amino}sulfonyl)thiophene-2-carboxylate), [H-].[Al+3].[Li+].[H-].[H-].[H-] (lithium aluminum hydride), O (water), [OH-].[Na+] (sodium hydroxide), O (water). Solvent: O1CCCC1 (tetrahydrofuran), O1CCCC1 (tetrahydrofuran). Conditions: time 4 hour. Product: OCC=1SC=CC1S(=O)(=O)N(C=1C=CC=C2C=C(NC12)C=1SC=CN1)C (2-(Hydroxymethyl)-N-methyl-N-[2-(1,3-thiazol-2-yl)-1H-indol-7-yl]thiophene-3-sulfonamide). Yield: 53.5%. RXN SMILES: [H-].[Al+3].[Li+].[H-].[H-].[H-].[CH3:7][N:8]([C:21]1[CH:22]=[CH:23][CH:24]=[C:25]2[C:29]=1[NH:28][C:27]([C:30]1[S:31][CH:32]=[CH:33][N:34]=1)=[CH:26]2)[S:9]([C:12]1[CH:16]=[CH:15][S:14][C:13]=1[C:17](OC)=[O:18])(=[O:11])=[O:10].O.[OH-].[Na+]>O1CCCC1>[OH:18][CH2:17][C:13]1[S:14][CH:15]=[CH:16][C:12]=1[S:9]([N:8]([CH3:7])[C:21]1[CH:22]=[CH:23][CH:24]=[C:25]2[C:29]=1[NH:28][C:27]([C:30]1[S:31][CH:32]=[CH:33][N:34]=1)=[CH:26]2)(=[O:11])=[O:10] |f:0.1.2.3.4.5,8.9|. Reported procedure: To a suspension of lithium aluminum hydride (260 mg) in tetrahydrofuran (10 mL) was added dropwise a solution of methyl 3-({methyl[2-(1,3-thiazol-2-yl)-1H-indol-7-yl]amino}sulfonyl)thiophene-2-carboxylate (1.4 g) in tetrahydrofuran (5 mL) under ice-cooling, and the mixture was stirred at room temperature for 4 hr. To the reaction mixture were added water (260 μL), 15% aqueous sodium hydroxide solution (260 μL) and water (780 μL) in this order and the mixture was stirred at room temperature for 2... Reactants: Br, [Co], [Mn], O=C(O)c1ccc(C(=O)O)c(C(=O)O)c1, [Zr]. Yields the product O=C(O)c1ccc2c(c1)C(=O)OC2=O. Reaction SMILES: [Br:1].[Co:19].[Mn:18].[OH:2][C:3](=[O:4])[c:5]1[cH:6][cH:7][c:8]([C:9]([OH:10])=[O:11])[c:12]([C:14]([OH:15])=[O:16])[cH:13]1.[Zr:17]>>[OH:2][C:3](=[O:4])[c:5]1[cH:6][cH:7][c:8]2[c:12]([cH:13]1)[C:14](=[O:15])[O:16][C:9]2=[O:11]. Starting materials: C(C)(=O)C=1C(N(N=CC1N(C)C)C)=O (4-Acetyl-5-dimethylamino-2-methyl-3(2H)-pyridazinone), NN (hydrazine). Run in C(C)O (ethanol). Conditions: time 6 hour. The product is CC1=NNC=2C=NN(C(C21)=O)C (3,5-Dimethyl-1H-pyrazolo[3,4-d]pyridazin-4(5H)-one). As a reaction SMILES: [C:1]([C:4]1[C:5](=[O:14])[N:6]([CH3:13])[N:7]=[CH:8][C:9]=1[N:10](C)C)(=O)[CH3:2].[NH2:15]N>C(O)C>[CH3:2][C:1]1[C:4]2[C:5](=[O:14])[N:6]([CH3:13])[N:7]=[CH:8][C:9]=2[NH:10][N:15]=1. Procedure details: 4-Acetyl-5-dimethylamino-2-methyl-3(2H)-pyridazinone (137 mg) was added to hydrazine (224 mg)/ethanol (5 ml) and the mixture was refluxed with stirring for 6 hours. After the ethanol-hydrazine was distilled off, the residue was washed with diethyl ether and dried. White powder, 114 g. 1H-NMR (CDCl3) 8: 2.57(3H,s), 3.64(3H,s), 8.30(1H,s). The reactants are COC1=C(OC)C(=O)C(Cc2ccc(OC(C)=O)c(C(=O)N(C)c3ccc(OC)cc3)c2)=C(C)C1=O, CO, [Na+], O, O=C([O-])O. The product is COC1=C(OC)C(=O)C(Cc2ccc(O)c(C(=O)N(C)c3ccc(OC)cc3)c2)=C(C)C1=O. RXN SMILES: [CH3:1][N:2]([c:3]1[cH:4][cH:5][c:6]([O:9][CH3:10])[cH:7][cH:8]1)[C:11]([c:12]1[c:13]([O:32][C:33](=[O:34])[CH3:35])[cH:14][cH:15][c:16]([CH2:18][C:19]2=[C:24]([CH3:25])[C:23](=[O:26])[C:22]([O:27][CH3:28])=[C:21]([O:29][CH3:30])[C:20]2=[O:31])[cH:17]1)=[O:36].[CH3:42][OH:43].[Na+:37].[OH2:44].[OH:38][C:39](=[O:40])[O-:41]>>[CH3:1][N:2]([c:3]1[cH:4][cH:5][c:6]([O:9][CH3:10])[cH:7][cH:8]1)[C:11]([c:12]1[c:13]([OH:32])[cH:14][cH:15][c:16]([CH2:18][C:19]2=[C:24]([CH3:25])[C:23](=[O:26])[C:22]([O:27][CH3:28])=[C:21]([O:29][CH3:30])[C:20]2=[O:31])[cH:17]1)=[O:36]. Starting materials: CCO, CCOC(=O)C(C)(C)Oc1ccc(CN(C)c2ccc(Cl)cc2)cc1, [Na+], [OH-]. Yields the product CN(Cc1ccc(OC(C)(C)C(=O)O)cc1)c1ccc(Cl)cc1. As a reaction SMILES: [CH3:28][CH2:29][OH:30].[Cl:1][c:2]1[cH:3][cH:4][c:5]([N:8]([CH3:9])[CH2:10][c:11]2[cH:12][cH:13][c:14]([O:15][C:16]([C:17](=[O:18])[O:19][CH2:20][CH3:21])([CH3:22])[CH3:23])[cH:24][cH:25]2)[cH:6][cH:7]1.[Na+:27].[OH-:26]>>[Cl:1][c:2]1[cH:3][cH:4][c:5]([N:8]([CH3:9])[CH2:10][c:11]2[cH:12][cH:13][c:14]([O:15][C:16]([C:17](=[O:18])[OH:19])([CH3:22])[CH3:23])[cH:24][cH:25]2)[cH:6][cH:7]1.